This data is from the Open Reaction Database (ORD), a public repository of structured organic reaction records. The task is: describe an organic reaction: reactants, conditions, products, and yield Starting materials: CN(C=O)C (dimethylformamide), COC1=C(N)C(=CC(=C1OC)OC)C (2,3,4-trimethoxy-6-methyl aniline). Reagents/catalysts: C1=CC=C(C(=C1)C=NCCN=CC2=CC=CC=C2[O-])[O-].[Co+2] (salcomine). Solvent: O=O (oxygen). The product is COC=1C(C=C(C(C1OC)=O)C)=O (2,3-dimethoxy-5-methyl-1,4-benzoquinone). RXN SMILES: CN(C)C=[O:4].[CH3:6][O:7][C:8]1[C:14]([O:15][CH3:16])=[C:13]([O:17]C)[CH:12]=[C:11]([CH3:19])[C:9]=1N>O=O.C1C=C(C=NCCN=CC2C([O-])=CC=CC=2)C([O-])=CC=1.[Co+2]>[CH3:16][O:15][C:14]1[C:13](=[O:17])[CH:12]=[C:11]([CH3:19])[C:9](=[O:4])[C:8]=1[O:7][CH3:6] |f:3.4|. Reported procedure: To a dimethylformamide solution (35 ml) of 2,3,4-trimethoxy-6-methyl aniline (3.4 g) is added bis(salicylidene)ethylenediiminocobalt(II) (120 mg), followed by stirring in oxygen streams at atmospheric temperature and pressure for 72 hours. The reaction product is isolated in the same manner as Example 7 and recrystallized from hexane. The above procedure yields 2,3-dimethoxy-5-methyl-1,4-benzoquinone (2.9 g) as orange-yellow needles melting at 59° C.-60° C. Reactants: OC(=O)C(F)(F)F.N1CC(C1)NC(CNC1=NOC2=C1C=C(C=C2)C(F)(F)F)=O (N-Azetidin-3-yl-2-(5-trifluoromethyl-benzo[d]isoxazol-3-ylamino)-acetamide TFA salt), C(#N)C1CCC(CC1)=O (4-cyano-cyclohexanone). Yields the product C(#N)C1CCC(CC1)N1CC(C1)NC(CNC1=NOC2=C1C=C(C=C2)C(F)(F)F)=O (N-[1-(4-Cyano-cyclohexyl)-azetidin-3-yl]-2-(5-trifluoromethyl-benzo[d]isoxazol-3-ylamino)-acetamide). RXN SMILES: OC(C(F)(F)F)=O.[NH:8]1[CH2:11][CH:10]([NH:12][C:13](=[O:29])[CH2:14][NH:15][C:16]2[C:20]3[CH:21]=[C:22]([C:25]([F:28])([F:27])[F:26])[CH:23]=[CH:24][C:19]=3[O:18][N:17]=2)[CH2:9]1.[C:30]([CH:32]1[CH2:37][CH2:36][C:35](=O)[CH2:34][CH2:33]1)#[N:31]>>[C:30]([CH:32]1[CH2:37][CH2:36][CH:35]([N:8]2[CH2:11][CH:10]([NH:12][C:13](=[O:29])[CH2:14][NH:15][C:16]3[C:20]4[CH:21]=[C:22]([C:25]([F:27])([F:26])[F:28])[CH:23]=[CH:24][C:19]=4[O:18][N:17]=3)[CH2:9]2)[CH2:34][CH2:33]1)#[N:31] |f:0.1|. Procedure details: The title compound was prepared as a white solid from reaction of (N-Azetidin-3-yl-2-(5-trifluoromethyl-benzo[d]isoxazol-3-ylamino)-acetamide TFA salt (as prepared in Example 1, Step D) and 4-cyano-cyclohexanone using the procedure described in Step E of Example 1. The reactants are CN1C(=O)C(C)(C)Nc2ccc(Br)c(CCl)c21, O=C([O-])[O-], CCOC(C)=O, CN(C)C=O, Cc1ccc(F)cc1O, [K+], [K+], O. Yields the product Cc1ccc(F)cc1OCc1c(Br)ccc2c1N(C)C(=O)C(C)(C)N2. As a reaction SMILES: [Br:1][c:2]1[cH:3][cH:4][c:5]2[c:10]([c:11]1[CH2:12][Cl:13])[N:9]([CH3:14])[C:8](=[O:15])[C:7]([CH3:16])([CH3:17])[NH:6]2.[C:27](=[O:28])([O-:29])[O-:30].[CH3:33][CH2:34][O:35][C:36](=[O:37])[CH3:38].[CH3:39][N:40]([CH3:41])[CH:42]=[O:43].[F:18][c:19]1[cH:20][cH:21][c:22]([CH3:26])[c:23]([OH:25])[cH:24]1.[K+:31].[K+:32].[OH2:44]>>[Br:1][c:2]1[cH:3][cH:4][c:5]2[c:10]([c:11]1[CH2:12][O:25][c:23]1[c:22]([CH3:26])[cH:21][cH:20][c:19]([F:18])[cH:24]1)[N:9]([CH3:14])[C:8](=[O:15])[C:7]([CH3:16])([CH3:17])[NH:6]2. Reactants: CCOC(=Cc1cncn1S(=O)(=O)c1ccc(C)cc1)C(F)(F)F, O, O=S(=O)(O)O. Reaction SMILES: [CH2:1]([CH3:2])[O:3][C:4]([C:5]([F:6])([F:7])[F:8])=[CH:9][c:10]1[cH:11][n:12][cH:13][n:14]1[S:15](=[O:16])(=[O:17])[c:18]1[cH:19][cH:20][c:21]([CH3:22])[cH:23][cH:24]1.[OH2:30].[S:25](=[O:26])(=[O:27])([OH:28])[OH:29]>>[O:3]=[C:4]([C:5]([F:6])([F:7])[F:8])[CH2:9][c:10]1[cH:11][n:12][cH:13][n:14]1[S:15](=[O:16])(=[O:17])[c:18]1[cH:19][cH:20][c:21]([CH3:22])[cH:23][cH:24]1. Yields the product Cc1ccc(S(=O)(=O)n2cncc2CC(=O)C(F)(F)F)cc1. Reactants: ClCC(=O)C1=CC=C(C=C1)C(C(=O)OCC)C (ethyl 2-[4-(chloroacetyl)phenyl]propionate), C(C)O (ethanol), NC1=NC=CC=N1 (2-aminopyrimidine), C(C)(C)OC(C)C (isopropyl ether). The solvent is C(C)(=O)OCC (ethyl acetate). The product is N=1C(=CN2C1N=CC=C2)C2=CC=C(C=C2)C(C(=O)OCC)C (ethyl 2-[4-(imidazo[1,2-a]pyrimidin-2-yl)phenyl]propionate). The yield is 28.4%. RXN SMILES: Cl[CH2:2][C:3]([C:5]1[CH:10]=[CH:9][C:8]([CH:11]([CH3:17])[C:12]([O:14][CH2:15][CH3:16])=[O:13])=[CH:7][CH:6]=1)=O.C(O)C.[NH2:21][C:22]1[N:27]=[CH:26][CH:25]=[CH:24][N:23]=1.C(OC(C)C)(C)C>C(OCC)(=O)C>[N:21]1[C:3]([C:5]2[CH:10]=[CH:9][C:8]([CH:11]([CH3:17])[C:12]([O:14][CH2:15][CH3:16])=[O:13])=[CH:7][CH:6]=2)=[CH:2][N:23]2[CH:24]=[CH:25][CH:26]=[N:27][C:22]=12. Procedure details: A mixture of 25.5 g of ethyl 2-[4-(chloroacetyl)phenyl]propionate, 50 ml of ethanol and 19 g of 2-aminopyrimidine is heated under reflux for 3 hours. The ethanol is distilled off under reduced pressure, and water is added to the residue. The mixture is extracted with ethyl acetate, and the extract is washed with water, dried and concentrated to give a reddish brown oil. To the oil are added ethyl acetate and isopropyl ether, and the crystalline precipitate is filtered off and recrystallized from... Reactants: [BH4-], CO, COCOc1cccc(C=O)c1, [Na+]. Yields the product COCOc1cccc(CO)c1. RXN SMILES: [BH4-:13].[CH3:15][OH:16].[CH3:1][O:2][CH2:3][O:4][c:5]1[cH:6][c:7]([CH:8]=[O:9])[cH:10][cH:11][cH:12]1.[Na+:14]>>[CH3:1][O:2][CH2:3][O:4][c:5]1[cH:6][c:7]([CH2:8][OH:9])[cH:10][cH:11][cH:12]1. Starting materials: COC1=C(CN2C(C(CC2)(CCOS(=O)(=O)C)CC2=CC=C(C=C2)F)=O)C=CC=C1 (1-(2-methoxybenzyl)-3-(4-fluorophenylmethyl)-3-(2-methanesulfonyloxyethyl)-2-oxopyrrolidine), C(C)OCCN1C(=NC2=C1C=CC=C2)NC2CCNCC2 ((1-(2-ethoxyethyl)-1H-benzimidazol-2-yl)(piperidin-4-yl)amine). Product: COC1=C(CN2C(C(CC2)(CC2=CC=C(C=C2)F)CCN2CCC(CC2)NC2=NC3=C(N2CCOCC)C=CC=C3)=O)C=CC=C1 (1-(2-methoxybenzyl)-3-(2-(4-(1-(2-ethoxyethyl)-1H-benzimidazol-2-yl-amino)piperidin-1-yl)ethyl)-3-(4-fluorophenylmethyl)-2-oxopyrrolidine). Procedure details: Prepare by the method of Example 18.5 using 1-(2-methoxybenzyl)-3-(4-fluorophenylmethyl)-3-(2-methanesulfonyloxyethyl)-2-oxopyrrolidine (0.76 g, 2.65 mmol) and (1-(2-ethoxyethyl)-1H-benzimidazol-2-yl)(piperidin-4-yl)amine (1.15 g, 2.65 mmol). Purify by chromatography on silica gel eluting with 2% triethylamine/10% methanol/ethyl acetate to give the title compound: Rf=0.38 (silica gel, 2% triethylamine/10% methanol/ethyl acetate). Reaction SMILES: [CH3:1][O:2][C:3]1[CH:30]=[CH:29][CH:28]=[CH:27][C:4]=1[CH2:5][N:6]1[CH2:10][CH2:9][C:8]([CH2:18][C:19]2[CH:24]=[CH:23][C:22]([F:25])=[CH:21][CH:20]=2)([CH2:11][CH2:12]OS(C)(=O)=O)[C:7]1=[O:26].[CH2:31]([O:33][CH2:34][CH2:35][N:36]1[C:40]2[CH:41]=[CH:42][CH:43]=[CH:44][C:39]=2[N:38]=[C:37]1[NH:45][CH:46]1[CH2:51][CH2:50][NH:49][CH2:48][CH2:47]1)[CH3:32]>>[CH3:1][O:2][C:3]1[CH:30]=[CH:29][CH:28]=[CH:27][C:4]=1[CH2:5][N:6]1[CH2:10][CH2:9][C:8]([CH2:11][CH2:12][N:49]2[CH2:48][CH2:47][CH:46]([NH:45][C:37]3[N:36]([CH2:35][CH2:34][O:33][CH2:31][CH3:32])[C:40]4[CH:41]=[CH:42][CH:43]=[CH:44][C:39]=4[N:38]=3)[CH2:51][CH2:50]2)([CH2:18][C:19]2[CH:24]=[CH:23][C:22]([F:25])=[CH:21][CH:20]=2)[C:7]1=[O:26]. The reactants are O=C([O-])[O-], CC1CCC(=O)N1, Ic1ccc(Oc2ccc3c(c2)CCN(C2CCC2)CC3)nc1, [Cs+], [Cs+], [Cu]I, C1COCCO1, c1cnc2c(c1)ccc1ncccc12. The product is CC1CCC(=O)N1c1ccc(Oc2ccc3c(c2)CCN(C2CCC2)CC3)nc1. As a reaction SMILES: [C:45](=[O:46])([O-:47])[O-:48].[CH3:38][CH:39]1[CH2:40][CH2:41][C:42](=[O:44])[NH:43]1.[CH:1]1([N:5]2[CH2:6][CH2:7][c:8]3[c:9]([cH:12][cH:13][c:14]([O:16][c:17]4[n:18][cH:19][c:20]([I:23])[cH:21][cH:22]4)[cH:15]3)[CH2:10][CH2:11]2)[CH2:2][CH2:3][CH2:4]1.[Cs+:49].[Cs+:50].[Cu:57][I:58].[O:51]1[CH2:52][CH2:53][O:54][CH2:55][CH2:56]1.[n:24]1[c:25]2[c:26]([cH:27][cH:28][c:29]3[c:30]2[cH:31][cH:32][cH:33][n:34]3)[cH:35][cH:36][cH:37]1>>[CH:1]1([N:5]2[CH2:6][CH2:7][c:8]3[c:9]([cH:12][cH:13][c:14]([O:16][c:17]4[n:18][cH:19][c:20]([N:43]5[CH:39]([CH3:38])[CH2:40][CH2:41][C:42]5=[O:44])[cH:21][cH:22]4)[cH:15]3)[CH2:10][CH2:11]2)[CH2:2][CH2:3][CH2:4]1. The reactants are CCOC(=O)CBr, CCCCCCC(C)=O, I, O=S(=O)(O)O, [Zn], c1ccccc1. Product: CCCCCCC(C)(O)CC(=O)OCC. RXN SMILES: [Br:11][CH2:12][C:13](=[O:14])[O:15][CH2:16][CH3:17].[CH3:2][C:3]([CH2:4][CH2:5][CH2:6][CH2:7][CH2:8][CH3:9])=[O:10].[I:1].[S:18](=[O:19])(=[O:20])([OH:21])[OH:22].[Zn:29].[cH:23]1[cH:24][cH:25][cH:26][cH:27][cH:28]1>>[CH3:2][C:3]([CH2:4][CH2:5][CH2:6][CH2:7][CH2:8][CH3:9])([OH:10])[CH2:12][C:13](=[O:14])[O:15][CH2:16][CH3:17]. The reactants are CCOC(=O)C(C(=O)OCC)C(=O)C(C)(C)c1ccc(Cl)c(F)c1, O=P12OP3(=O)OP(=O)(O1)OP(=O)(O2)O3, O=S(=O)(O)O. The product is CCOC(=O)C1=C(O)c2cc(Cl)c(F)cc2C(C)(C)C1=O. Reaction SMILES: [Cl:20][c:21]1[c:22]([F:43])[cH:23][c:24]([C:27]([C:28](=[O:29])[CH:30]([C:31](=[O:32])[O:33][CH2:34][CH3:35])[C:36](=[O:37])[O:38][CH2:39][CH3:40])([CH3:41])[CH3:42])[cH:25][cH:26]1.[O:1]=[P:2]12[O:3][P:4]3(=[O:14])[O:5][P:6](=[O:12])([O:7][P:8](=[O:11])([O:9]3)[O:10]1)[O:13]2.[S:15](=[O:16])(=[O:17])([OH:18])[OH:19]>>[Cl:20][c:21]1[c:22]([F:43])[cH:23][c:24]2[c:25]([cH:26]1)[C:31]([OH:32])=[C:30]([C:36](=[O:37])[O:38][CH2:39][CH3:40])[C:28](=[O:29])[C:27]2([CH3:41])[CH3:42].